Task: describe an organic reaction: reactants, conditions, products, and yield. Dataset: the Open Reaction Database (ORD), a public repository of structured organic reaction records Reactants: intermediate e, N1(CCOCC1)C(=O)C=1N(C2=CC=C(C=C2C1)C(=O)O)CC(F)(F)F (2-(morpholine-4-carbonyl)-1-(2,2,2-trifluoro-ethyl)-1H-indole-5-carboxylic acid), N12CCNCC2CCC1 (1,4-diazabicyclo[4.3.0]nonane). Product: C1C2N(CCN1C(=O)C=1C=C3C=C(N(C3=CC1)CC(F)(F)F)C(=O)N1CCOCC1)CCC2 ([5-(Hexahydro-pyrrolo[1,2-a]pyrazine-2-carbonyl)-1-(2,2,2-trifluoro-ethyl)-1H-indol-2-yl]-morpholin-4-yl-methanone). Isolated yield 65.0%. Reaction SMILES: [N:1]1([C:7]([C:9]2[N:10]([CH2:21][C:22]([F:25])([F:24])[F:23])[C:11]3[C:16]([CH:17]=2)=[CH:15][C:14]([C:18](O)=[O:19])=[CH:13][CH:12]=3)=[O:8])[CH2:6][CH2:5][O:4][CH2:3][CH2:2]1.[N:26]12[CH2:34][CH2:33][CH2:32][CH:31]1[CH2:30][NH:29][CH2:28][CH2:27]2>>[CH2:30]1[N:29]([C:18]([C:14]2[CH:15]=[C:16]3[C:11](=[CH:12][CH:13]=2)[N:10]([CH2:21][C:22]([F:25])([F:23])[F:24])[C:9]([C:7]([N:1]2[CH2:6][CH2:5][O:4][CH2:3][CH2:2]2)=[O:8])=[CH:17]3)=[O:19])[CH2:28][CH2:27][N:26]2[CH2:34][CH2:33][CH2:32][CH:31]12. Procedure: The title compound was synthesized in analogy to example 46, intermediate e), from 2-(morpholine-4-carbonyl)-1-(2,2,2-trifluoro-ethyl)-1H-indole-5-carboxylic acid and 1,4-diazabicyclo[4.3.0]nonane (purchased at Matrix Ref 8078), to give the desired product as a white solid (65%). Starting materials: CS(=O)C (DMSO), C1CCOC1 (THF), O1C(=CC=C1)C(=O)OC (Methyl furan-2-carboxylate), [H-].[Na+] (NaH), suspension. Run in O (water). Run at temperature 0 celsius, time 2 hour. The product is O1C(=CC=C1)C(CS(=O)C)=O (Methyl 2-(2-Furyl)-2-oxoethyl Sulfoxide). RXN SMILES: [CH3:1][S:2]([CH3:4])=[O:3].[H-].[Na+].C1COCC1.[O:12]1[CH:16]=[CH:15][CH:14]=[C:13]1[C:17](OC)=[O:18]>O>[O:12]1[CH:16]=[CH:15][CH:14]=[C:13]1[C:17](=[O:18])[CH2:1][S:2]([CH3:4])=[O:3] |f:1.2|. Procedure: DMSO (35 ml., dry, distilled from CaH2) and NaH (3.08 g., 0.076 mol as a 60% suspension in oil) was heated under nitrogen until evolution of H2 was complete, cooled to 0° C., and diluted with 35 ml. THF. Methyl furan-2-carboxylate (5 ml., 5.89 g., 0.047 mol) was added, the mixture warmed to ambient temperature, stirred 2 hours, poured into an equal volume of water, and extracted with one half volume of ether. The aqueous layer was adjusted to pH3 with 6N HCl and extracted 3×150 ml. CHCl3. The CH... Starting materials: ( k ), C(C)(C)(C)OC(=O)N1C[C@@H]([C@H]([C@@H](C1)OC[C@@H]1OC1)C1=CC=C(C=C1)OCCCOC1=C(C=CC=C1)[N+](=O)[O-])OCC1=CC2=CC=CC=C2C(=C1)OC ((3R,4R,5S)-3-(4-methoxy-naphthalen-2-ylmethoxy)-4-[4-[3-(2-nitro-phenoxy)-propoxy]-phenyl]-5-[(2R)-oxiranylmethoxy]-piperidine-1-carboxylic acid tert-butyl ester), N1N=CN=C1 ([1,2,4]triazol), [H-].[Na+] (sodium hydride). Solvent: CN(C=O)C (N,N-dimethylformamide). Yields the product C(C)(C)(C)OC(=O)N1C[C@H]([C@@H]([C@H](C1)OCC1=CC2=CC=CC=C2C(=C1)OC)C1=CC=C(C=C1)OCCCOC1=C(C=CC=C1)[N+](=O)[O-])OC[C@@H](CN1N=CN=C1)O ((3S,4R,5R)-3-[(2R)-2-hydroxy-3-[1,2,4]triazol-1-yl-propoxy]-5-(4-methoxy-naphthalen-2-ylmethoxy)-4-[4-[3-(2-nitro-phenoxy)-propoxy]-phenyl]-piperidine-1-carboxylic acid tert-butyl ester). As a reaction SMILES: [C:1]([O:5][C:6]([N:8]1[CH2:13][C@@H:12]([O:14][CH2:15][C@H:16]2[CH2:18][O:17]2)[C@H:11]([C:19]2[CH:24]=[CH:23][C:22]([O:25][CH2:26][CH2:27][CH2:28][O:29][C:30]3[CH:35]=[CH:34][CH:33]=[CH:32][C:31]=3[N+:36]([O-:38])=[O:37])=[CH:21][CH:20]=2)[C@@H:10]([O:39][CH2:40][C:41]2[CH:50]=[C:49]([O:51][CH3:52])[C:48]3[C:43](=[CH:44][CH:45]=[CH:46][CH:47]=3)[CH:42]=2)[CH2:9]1)=[O:7])([CH3:4])([CH3:3])[CH3:2].[NH:53]1[CH:57]=[N:56][CH:55]=[N:54]1.[H-].[Na+]>CN(C)C=O>[C:1]([O:5][C:6]([N:8]1[CH2:9][C@H:10]([O:39][CH2:40][C:41]2[CH:50]=[C:49]([O:51][CH3:52])[C:48]3[C:43](=[CH:44][CH:45]=[CH:46][CH:47]=3)[CH:42]=2)[C@@H:11]([C:19]2[CH:24]=[CH:23][C:22]([O:25][CH2:26][CH2:27][CH2:28][O:29][C:30]3[CH:35]=[CH:34][CH:33]=[CH:32][C:31]=3[N+:36]([O-:38])=[O:37])=[CH:21][CH:20]=2)[C@H:12]([O:14][CH2:15][C@H:16]([OH:17])[CH2:18][N:53]2[CH:57]=[N:56][CH:55]=[N:54]2)[CH2:13]1)=[O:7])([CH3:2])([CH3:3])[CH3:4] |f:2.3|. Procedure: In analogy to the procedure described in example 1) (k) the (3R,4R,5S)-3-(4-methoxy-naphthalen-2-ylmethoxy)-4-[4-[3-(2-nitro-phenoxy)-propoxy]-phenyl]-5-[(2R)-oxiranylmethoxy]-piperidine-1-carboxylic acid tert-butyl ester was treated with [1,2,4]triazol and sodium hydride in N,N-dimethylformamide to yield the (3S,4R,5R)-3-[(2R)-2-hydroxy-3-[1,2,4]triazol-1-yl-propoxy]-5-(4-methoxy-naphthalen-2-ylmethoxy)-4-[4-[3-(2-nitro-phenoxy)-propoxy]-phenyl]-piperidine-1-carboxylic acid tert-butyl ester as ... Starting materials: S1C=NC=C1 (Thiazole), BrCCO (2-bromoethanol). Product: [Br-].OCC[N+]1=CSC=C1 (N-[(2-hydroxy)ethyl]thiazolium bromide). As a reaction SMILES: [S:1]1[CH:5]=[CH:4][N:3]=[CH:2]1.[Br:6][CH2:7][CH2:8][OH:9]>>[Br-:6].[OH:9][CH2:8][CH2:7][N+:3]1[CH:4]=[CH:5][S:1][CH:2]=1 |f:2.3|. Procedure details: Thiazole (4.3 g) and 2-bromoethanol (12.5 g) were mixed and heated under reflux for 5 hours. The reaction was left standing at room temperature to give white needles. The crystals were washed with acetone, collected by filtration and dried under reduced pressure. Starting materials: Cl (HCl), O=C1N(C(C2=CC=CC=C12)=O)CCN(C1=C(C=CC=C1)C1CCN(CC1)C(=O)OC(C)(C)C)S(=O)(=O)C (tert-butyl 4-(2-{[2-(1,3-dioxo-isoindolin-2-yl)ethyl](methylsulfonyl)-amino}-phenyl)-piperidinecarboxylate). Solvent: CCOC(=O)C (EtOAc), CCOC(=O)C (EtOAc). Yields the product Cl.CS(=O)(=O)N(CCN1C(C2=CC=CC=C2C1=O)=O)C1=C(C=CC=C1)C1CCNCC1 (2-{2-[(Methylsulfonyl)(2-(4-piperidyl)phenyl)amino]ethyl}isoindoline-1,3-dione hydrochloride). RXN SMILES: [O:1]=[C:2]1[C:10]2[C:5](=[CH:6][CH:7]=[CH:8][CH:9]=2)[C:4](=[O:11])[N:3]1[CH2:12][CH2:13][N:14]([S:34]([CH3:37])(=[O:36])=[O:35])[C:15]1[CH:20]=[CH:19][CH:18]=[CH:17][C:16]=1[CH:21]1[CH2:26][CH2:25][N:24](C(OC(C)(C)C)=O)[CH2:23][CH2:22]1.[ClH:38]>CCOC(C)=O>[ClH:38].[CH3:37][S:34]([N:14]([C:15]1[CH:20]=[CH:19][CH:18]=[CH:17][C:16]=1[CH:21]1[CH2:26][CH2:25][NH:24][CH2:23][CH2:22]1)[CH2:13][CH2:12][N:3]1[C:4](=[O:11])[C:5]2[C:10](=[CH:9][CH:8]=[CH:7][CH:6]=2)[C:2]1=[O:1])(=[O:35])=[O:36] |f:3.4|. Procedure: To a 150 mL round-bottomed flask equipped with stirring was added tert-butyl 4-(2-{[2-(1,3-dioxo-isoindolin-2-yl)ethyl](methylsulfonyl)-amino}-phenyl)-piperidinecarboxylate (Step a) (1.58 g, 3 mmol) and EtOAc (5 mL). The mixture was treated with a satd solution of anhydrous HCl in EtOAc (70 mL) at 0° C. The reaction mixture was warmed to RT and stirred for 3 h. The solvent was removed in vacuo to provide the title compound as a white foam (1.38 g). MS (ESI, pos. ion) m/z: 428 (M+1); MS (ESI, neg... The reactants are COC(=O)C=1C=C(C=CC1)C1=CC(=CC=C1)CC(=O)O (3′-Carboxymethyl-biphenyl-3-carboxylic acid methyl ester), C(C1=CC=CC=C1)NC1C(CCC2=CC=CC=C12)CC1=CC(=CC=C1)OC (Benzyl-[2-(3-methoxy-benzyl)-1,2,3,4-tetrahydro-naphthalen-1-yl]-amine), ClC(C)Cl (dichloroethane), ON1N=NC2=C1N=CC=C2 (1-hydroxy-7-azabenzotriazole), C1CCC(CC1)N=C=NC2CCCCC2 (DCC). Reagents/catalysts: CN(C1=CC=NC=C1)C (4-dimethylaminopyridine). Run in CN(C)C=O (DMF), ClCCl (dichloromethane). Reaction conditions: time 30 minute. The product is COC(=O)C=1C=C(C=CC1)C1=CC(=CC=C1)CC(N(C1C(CCC2=CC=CC=C12)CC1=CC(=CC=C1)OC)CC1=CC=CC=C1)=O (3′-({Benzyl-[2-(3-methoxy-benzyl)-1,2,3,4-tetrahydro-naphthalen-1-yl]-carbamoyl}-methyl)-biphenyl-3-carboxylic acid methyl ester). Yield: 44.6%. RXN SMILES: [CH3:1][O:2][C:3]([C:5]1[CH:6]=[C:7]([C:11]2[CH:16]=[CH:15][CH:14]=[C:13]([CH2:17][C:18](O)=[O:19])[CH:12]=2)[CH:8]=[CH:9][CH:10]=1)=[O:4].ON1C2N=CC=CC=2N=N1.C1CCC(N=C=NC2CCCCC2)CC1.ClC(Cl)C.[CH2:50]([NH:57][CH:58]1[C:67]2[C:62](=[CH:63][CH:64]=[CH:65][CH:66]=2)[CH2:61][CH2:60][CH:59]1[CH2:68][C:69]1[CH:74]=[CH:73][CH:72]=[C:71]([O:75][CH3:76])[CH:70]=1)[C:51]1[CH:56]=[CH:55][CH:54]=[CH:53][CH:52]=1>CN(C)C1C=CN=CC=1.ClCCl.CN(C=O)C>[CH3:1][O:2][C:3]([C:5]1[CH:6]=[C:7]([C:11]2[CH:16]=[CH:15][CH:14]=[C:13]([CH2:17][C:18](=[O:19])[N:57]([CH2:50][C:51]3[CH:52]=[CH:53][CH:54]=[CH:55][CH:56]=3)[CH:58]3[C:67]4[C:62](=[CH:63][CH:64]=[CH:65][CH:66]=4)[CH2:61][CH2:60][CH:59]3[CH2:68][C:69]3[CH:74]=[CH:73][CH:72]=[C:71]([O:75][CH3:76])[CH:70]=3)[CH:12]=2)[CH:8]=[CH:9][CH:10]=1)=[O:4]. Procedure details: 3′-Carboxymethyl-biphenyl-3-carboxylic acid methyl ester (77 mg) is combined with 76 mg 1-hydroxy-7-azabenzotriazole, 234 mg polymer-bound DCC, and 4 mg 4-dimethylaminopyridine in 4 ml 3:1 dichloroethane:DMF. The slurry is shaken 30 minutes at ambient temperature before adding 100 mg Benzyl-[2-(3-methoxy-benzyl)-1,2,3,4-tetrahydro-naphthalen-1-yl]-amine (prepared in a similar fashion to Preparation C). The mixture is shaken at ambient temperature 18 hours. The resin is filtered off and washed wi... Reactants: C(CC(=O)OCC)(=O)OCC (diethyl malonate), C(#N)C1=CC=C(OC2=CC=C(OC(C(=O)Cl)C)C=C2)C=C1 (2-[-4'-(4"-cyano-phenoxy)-phenoxy]-propionyl chloride), etheral solution, C(CC(=O)OCC)(=O)OCC.[Mg] (magnesium diethyl malonate), acid chloride. The solvent is CCOCC (ether). Yields the product C(C)OC(C(C(=O)OCC)C(C(C)OC1=CC=C(C=C1)OC1=CC=C(C=C1)C#N)=O)=O (diethyl-2-[4'-(4"-cyano-phenoxy)-phenoxy]-propionyl-malonate). Isolated yield 72.0%. As a reaction SMILES: [C:1]([C:3]1[CH:21]=[CH:20][C:6]([O:7][C:8]2[CH:19]=[CH:18][C:11]([O:12][CH:13]([CH3:17])[C:14](Cl)=[O:15])=[CH:10][CH:9]=2)=[CH:5][CH:4]=1)#[N:2].[C:22]([O:30][CH2:31][CH3:32])(=[O:29])[CH2:23][C:24]([O:26][CH2:27][CH3:28])=[O:25].[Mg].C(OCC)(=O)CC(OCC)=O>CCOCC>[CH2:27]([O:26][C:24](=[O:25])[CH:23]([C:14](=[O:15])[CH:13]([O:12][C:11]1[CH:18]=[CH:19][C:8]([O:7][C:6]2[CH:20]=[CH:21][C:3]([C:1]#[N:2])=[CH:4][CH:5]=2)=[CH:9][CH:10]=1)[CH3:17])[C:22]([O:30][CH2:31][CH3:32])=[O:29])[CH3:28] |f:1.2|. Procedure details: A mixture of 30 g of 2-[-4'-(4"-cyano-phenoxy)-phenoxy]-propionyl chloride and 30 ml of ether is added dropwise to a 35% etheral solution of magnesium diethyl malonate prepared from 17.6 g of diethyl malonate. The addition of the acid chloride having been completed the reaction mixture is heated to boiling for an hour and worked up as described in Example 1. Thus 30 g of the desired compound are obtained in the form of a viscous oil which solidifies on standing and melts at 42°-46° C. Yield 72%. Starting materials: C\C(=C/CO)\CCCC ((E)-3-Methyl-hept-2-en-1-ol), C[N+]1(CCOCC1)[O-] (NMO). The reagents and catalysts are CCC[N+](CCC)(CCC)CCC.[O-][Ru](=O)(=O)=O (TPAP). The solvent is C(Cl)Cl (CH2Cl2), C(Cl)Cl (CH2Cl2). Conditions: temperature 0 celsius, time 30 minute. Product: C\C(=C/C=O)\CCCC ((E)-3-Methyl-hept-2-en-1-al). Yield: 97.9%. RXN SMILES: [CH3:1]/[C:2](/[CH2:6][CH2:7][CH2:8][CH3:9])=[CH:3]\[CH2:4][OH:5].C[N+]1([O-])CCOCC1>C(Cl)Cl.CCC[N+](CCC)(CCC)CCC.[O-][Ru](=O)(=O)=O>[CH3:1]/[C:2](/[CH2:6][CH2:7][CH2:8][CH3:9])=[CH:3]\[CH:4]=[O:5] |f:3.4|. Procedure details: To a suspension solution of alcohol 13b (739 mg, 5.7 mmol), 4 Å molecular sieves (2.9 g, activated), and NMO (1.33 g, 11.4 mmol) in CH2Cl2 (12 mL) at 0° C., was added TPAP (120 mg,0.34 mmol) in one-portion. The resulting dark reaction mixture was allowed to stir at 0° C. for 30 min, before being diluted with CH2Cl2 (20 mL), and then filtered through a short pad of silica gel. The filtrate was concentrated in vacuo to afford aldehyde 14c (704 mg, 98% yield) as a colorless oil. The aldehyde is suf...